Dataset: the Open Reaction Database (ORD), a public repository of structured organic reaction records. Task: describe an organic reaction: reactants, conditions, products, and yield Starting materials: Cc1cccc2c3c([nH]c12)CCCC3=O, Fc1ccc(CBr)cc1, CN(C)C=O. The product is Cc1cccc2c3c(n(Cc4ccc(F)cc4)c12)CCCC3=O. As a reaction SMILES: [CH3:1][c:2]1[cH:3][cH:4][cH:5][c:6]2[c:7]3[c:12]([nH:13][c:14]12)[CH2:11][CH2:10][CH2:9][C:8]3=[O:15].[F:16][c:17]1[cH:18][cH:19][c:20]([CH2:21][Br:22])[cH:23][cH:24]1.[O:25]=[CH:26][N:27]([CH3:28])[CH3:29]>>[CH3:1][c:2]1[cH:3][cH:4][cH:5][c:6]2[c:7]3[c:12]([n:13]([CH2:21][c:20]4[cH:19][cH:18][c:17]([F:16])[cH:24][cH:23]4)[c:14]12)[CH2:11][CH2:10][CH2:9][C:8]3=[O:15].